This data is from the Open Reaction Database (ORD), a public repository of structured organic reaction records. The task is: describe an organic reaction: reactants, conditions, products, and yield Reaction conditions: temperature 0 celsius, time 2 hour. The reactants are solution, [H-].C(C(C)C)[Al+]CC(C)C (diisobutylaluminum hydride), CC1=C(C=C(C=C1)I)OCCCCCCC (methyl 2-heptyloxy-4-iodobenzene), C(=O)([O-])C(O)C(O)C(=O)[O-] (tartrate), [Na] (sodium), [K] (potassium). Solvent: C1(=CC=CC=C1)C (toluene). Reported procedure: 87.5 ml of a solution of diisobutylaluminum hydride (DiBAlH) is added at 0° C. to a solution of methyl 2-heptyloxy-4-iodobenzene (14 g, 43.7 mmol) previously obtained, in toluene (450 ml). The solution is stirred for 2 hours at 0° C., and then a saturated solution of mixed tartrate of sodium and potassium is added. As a reaction SMILES: [H-].C([Al+]CC(C)C)C(C)C.[CH3:11][C:12]1[CH:17]=[CH:16][C:15]([I:18])=[CH:14][C:13]=1[O:19][CH2:20][CH2:21][CH2:22][CH2:23][CH2:24][CH2:25][CH3:26].C(C(C(C([O-])=O)O)O)([O-])=[O:28].[Na].[K]>C1(C)C=CC=CC=1>[CH2:20]([O:19][C:13]1[CH:14]=[C:15]([I:18])[CH:16]=[CH:17][C:12]=1[CH2:11][OH:28])[CH2:21][CH2:22][CH2:23][CH2:24][CH2:25][CH3:26] |f:0.1,^1:36,37|. Yields the product C(CCCCCC)OC1=C(C=CC(=C1)I)CO ((2-Heptyloxy-4-iodophenyl)methanol). Yields the product Cc1ccc2nc(-c3nc(C4=CCC5(CC4)OCCO5)cnc3N)[nH]c2c1. Reactants: Cc1ccc2nc(-c3nc(Br)cnc3N)[nH]c2c1, O=C([O-])[O-], CCP(CC)CC, CCOC(C)=O, Cl[Pd]Cl, [Na+], [Na+], OB(O)C1=CCC2(CC1)OCCO2, CN(C)C=O. As a reaction SMILES: [Br:1][c:2]1[n:3][c:4](-[c:9]2[n:10][c:11]3[c:12]([nH:13]2)[cH:14][c:15]([CH3:18])[cH:16][cH:17]3)[c:5]([NH2:8])[n:6][cH:7]1.[C:39](=[O:40])([O-:41])[O-:42].[CH3:32][CH2:33][P:34]([CH2:35][CH3:36])[CH2:37][CH3:38].[CH3:53][CH2:54][O:55][C:56]([CH3:57])=[O:58].[Cl:50][Pd:51][Cl:52].[Na+:43].[Na+:44].[O:19]1[CH2:20][CH2:21][O:22][C:23]12[CH2:24][CH:25]=[C:26]([B:29]([OH:30])[OH:31])[CH2:27][CH2:28]2.[O:45]=[CH:46][N:47]([CH3:48])[CH3:49]>>[c:2]1([C:26]2=[CH:25][CH2:24][C:23]3([O:19][CH2:20][CH2:21][O:22]3)[CH2:28][CH2:27]2)[n:3][c:4](-[c:9]2[n:10][c:11]3[c:12]([nH:13]2)[cH:14][c:15]([CH3:18])[cH:16][cH:17]3)[c:5]([NH2:8])[n:6][cH:7]1. The reactants are BrC1=CC=C(C=C1)C1=NOC(=N1)C (3-(4-bromophenyl)-5-methyl-1,2,4-oxadiazole), C1(CC1)NC(C1=CC(=C(C=C1)C)B1OC(C(O1)(C)C)(C)C)=O (N-cyclopropyl-4-methyl-3-(4,4,5,5-tetramethyl-[1,3,2]-dioxaborolan-2-yl)benzamide), C1(CC1)NC(C1=CC(=C(C=C1)C)B1OC(C(O1)(C)C)(C)C)=O (N-cyclopropyl-4-methyl-3-(4,4,5,5-tetramethyl-[1,3,2]-dioxaborolan-2-yl)benzamide). As a reaction SMILES: Br[C:2]1[CH:7]=[CH:6][C:5]([C:8]2[N:12]=[C:11]([CH3:13])[O:10][N:9]=2)=[CH:4][CH:3]=1.[CH:14]1([NH:17][C:18](=[O:35])[C:19]2[CH:24]=[CH:23][C:22]([CH3:25])=[C:21](B3OC(C)(C)C(C)(C)O3)[CH:20]=2)[CH2:16][CH2:15]1>>[CH:14]1([NH:17][C:18]([C:19]2[CH:24]=[C:23]([C:2]3[CH:7]=[CH:6][C:5]([C:8]4[N:12]=[C:11]([CH3:13])[O:10][N:9]=4)=[CH:4][CH:3]=3)[C:22]([CH3:25])=[CH:21][CH:20]=2)=[O:35])[CH2:15][CH2:16]1. Procedure details: Example 7 was prepared using 3-(4-bromophenyl)-5-methyl-1,2,4-oxadiazole and N-cyclopropyl-4-methyl-3-(4,4,5,5-tetramethyl-[1,3,2]-dioxaborolan-2-yl)benzamide (Intermediate 17). Yields the product C1(CC1)NC(=O)C=1C=C(C(=CC1)C)C1=CC=C(C=C1)C1=NOC(=N1)C (N-Cyclopropyl-6-methyl-4′-(5-methyl-1,2,4-oxadiazol-3-yl)[1,1′-biphenyl]-3-carboxamide). Starting materials: Cl, NO, O=C1CCC(Sc2ccccc2)C1, c1ccncc1. The product is ON=C1CCC(Sc2ccccc2)C1. As a reaction SMILES: [ClH:14].[NH2:15][OH:16].[c:1]1([S:7][CH:8]2[CH2:9][C:10](=[O:13])[CH2:11][CH2:12]2)[cH:2][cH:3][cH:4][cH:5][cH:6]1.[cH:17]1[cH:18][cH:19][n:20][cH:21][cH:22]1>>[c:1]1([S:7][CH:8]2[CH2:9][C:10](=[N:15][OH:16])[CH2:11][CH2:12]2)[cH:2][cH:3][cH:4][cH:5][cH:6]1. Isolated yield 80.0%. Conditions: time 16 hour. Reported procedure: A 250 mL Erlenmeyer flask was charged with 2,6-dimethyl-4-oxo-1,4-dihydropyridine-3-carbonitrile (360 mg, 2.430 mmol) and cold 2 M ammonia in EtOH (39.5 mL, 79 mmol). Ethanol (40 mL) was added to solubilize the remaining reactant. The solution was passed through a Raney Ni cartridge on a continuous flow hydrogenation reactor (40 psi, 40° C., 1 mL/min) for 16 h. The reaction solvent was removed in vacuo and the residue was dissolved in EtOH (1 mL) and CHCl3 (15 mL), then concentrated in vacuo. Th... As a reaction SMILES: [CH3:1][C:2]1[NH:3][C:4]([CH3:11])=[CH:5][C:6](=[O:10])[C:7]=1[C:8]#[N:9].N.[ClH:13]>[Ni].C(O)C>[ClH:13].[NH2:9][CH2:8][C:7]1[C:6](=[O:10])[CH:5]=[C:4]([CH3:11])[NH:3][C:2]=1[CH3:1] |f:5.6|. Starting materials: CC=1NC(=CC(C1C#N)=O)C (2,6-dimethyl-4-oxo-1,4-dihydropyridine-3-carbonitrile), N (ammonia), Cl (HCl), 1,4-dioxanes. The reagents and catalysts are [Ni] (Ni). Yields the product Cl.NCC1=C(NC(=CC1=O)C)C (3-(aminomethyl)-2,6-dimethylpyridin-4(1H)-one hydrochloride). Solvent: CCO (EtOH), C(C)O (Ethanol). Reactants: C(CCl)Cl (EDC), resultant solution, C(C)N1N=CC=2C1=NC(=C(C2NC2CCOCC2)CNC(=O)C2(CC2)C(=O)O)CC (1-[({[1,6-Diethyl-4-(tetrahydro-2H-pyran-4-ylamino)-1H-pyrazolo[3,4-b]pyridin-5-yl]methyl}amino)carbonyl]-cyclopropanecarboxylic acid), NCC=1C=CC(=C(C1)C1=CC(=CC=C1)CN1C[C@@H](N(CC1)C(=O)OC(C)(C)C)C)F (1,1-dimethylethyl (2S)-4-{[5′-(aminomethyl)-2′-fluoro-3-biphenylyl]methyl}-2-methyl-1-piperazinecarboxylate), C=1C=CC2=C(C1)N=NN2O (HOBt). Solvent: C(Cl)Cl (DCM). The product is C(C)N1N=CC=2C1=NC(=C(C2NC2CCOCC2)CNC(=O)C2(CC2)C(=O)NCC=2C=CC(=C(C2)C2=CC(=CC=C2)CN2C[C@@H](N(CC2)C(=O)OC(C)(C)C)C)F)CC (1,1-dimethylethyl (2S)-4-[(5′-{[({1-[({[1,6-diethyl-4-(tetrahydro-2H-pyran-4-ylamino)-1H-pyrazolo[3,4-b]pyridin-5-yl]methyl}amino)carbonyl]cyclopropyl}carbonyl)-amino]methyl}-2′-fluoro-3-biphenylyl)methyl]-2-methyl-1-piperazinecarboxylate). As a reaction SMILES: [CH2:1]([N:3]1[C:7]2=[N:8][C:9]([CH2:29][CH3:30])=[C:10]([CH2:19][NH:20][C:21]([C:23]3([C:26](O)=[O:27])[CH2:25][CH2:24]3)=[O:22])[C:11]([NH:12][CH:13]3[CH2:18][CH2:17][O:16][CH2:15][CH2:14]3)=[C:6]2[CH:5]=[N:4]1)[CH3:2].[NH2:31][CH2:32][C:33]1[CH:34]=[CH:35][C:36]([F:60])=[C:37]([C:39]2[CH:44]=[CH:43][CH:42]=[C:41]([CH2:45][N:46]3[CH2:51][CH2:50][N:49]([C:52]([O:54][C:55]([CH3:58])([CH3:57])[CH3:56])=[O:53])[C@@H:48]([CH3:59])[CH2:47]3)[CH:40]=2)[CH:38]=1.C1C=CC2N(O)N=NC=2C=1.C(Cl)CCl>C(Cl)Cl>[CH2:1]([N:3]1[C:7]2=[N:8][C:9]([CH2:29][CH3:30])=[C:10]([CH2:19][NH:20][C:21]([C:23]3([C:26]([NH:31][CH2:32][C:33]4[CH:34]=[CH:35][C:36]([F:60])=[C:37]([C:39]5[CH:44]=[CH:43][CH:42]=[C:41]([CH2:45][N:46]6[CH2:51][CH2:50][N:49]([C:52]([O:54][C:55]([CH3:56])([CH3:58])[CH3:57])=[O:53])[C@@H:48]([CH3:59])[CH2:47]6)[CH:40]=5)[CH:38]=4)=[O:27])[CH2:25][CH2:24]3)=[O:22])[C:11]([NH:12][CH:13]3[CH2:18][CH2:17][O:16][CH2:15][CH2:14]3)=[C:6]2[CH:5]=[N:4]1)[CH3:2]. Procedure details: 5-(Aminomethyl)-1,6-diethyl-N-(tetrahydro-2H-pyran-4-yl)-1H-pyrazolo[3,4-b]pyridin-4-amine (30.0 mg, 0.1 mmol) and 1,1-cyclopropanedicarboxylic acid (0.1 mmol) was dissolved in DCM (3 mL), added in HOBt (1.0 eq, 14.0 mg), EDC (1.0 eq, 19.0 mg). The resultant solution was stirred overnight. The solution was purified by Gilson to yield 1-[({[1,6-diethyl-4-(tetrahydro-2H-pyran-4-ylamino)-1H-pyrazolo[3,4-b]pyridin-5-yl]methyl}amino)carbonyl]-cyclopropanecarboxylic acid. 1-[({[1,6-Diethyl-4-(tetrahyd... Reactants: NC1=CC(CC(C1)(C)C)=O (3-Amino-5,5-dimethyl-2-cyclohexen-1-one), C1(=CC=CC=C1)C=1C=C(C=O)C=CC1 (3-phenylbenzaldehyde). Product: C1(=CC(=CC=C1)C1C=2C(CC(CC2NC=2CC(CC(C12)=O)(C)C)(C)C)=O)C1=CC=CC=C1 (9-(3-biphenylyl)-3,4,6,7,9,10-hexahydro-3,3,6,6-tetramethyl-1,8(2H,5H)-acridinedione). RXN SMILES: [NH2:1][C:2]1[CH2:7][C:6]([CH3:9])([CH3:8])[CH2:5][C:4](=[O:10])[CH:3]=1.[C:11]1([C:17]2[CH:18]=[C:19]([CH:22]=[CH:23][CH:24]=2)[CH:20]=O)[CH:16]=[CH:15][CH:14]=[CH:13][CH:12]=1>>[C:17]1([C:11]2[CH:16]=[CH:15][CH:14]=[CH:13][CH:12]=2)[CH:24]=[CH:23][CH:22]=[C:19]([CH:20]2[C:3]3[C:4](=[O:10])[CH2:5][C:6]([CH3:9])([CH3:8])[CH2:7][C:2]=3[NH:1][C:2]3[CH2:7][C:6]([CH3:9])([CH3:8])[CH2:5][C:4](=[O:10])[C:3]2=3)[CH:18]=1. Reported procedure: 3-Amino-5,5-dimethyl-2-cyclohexen-1-one was reacted with 3-phenylbenzaldehyde in an analogous manner to that described in Example 1 to give 9-(3-biphenylyl)-3,4,6,7,9,10-hexahydro-3,3,6,6-tetramethyl-1,8(2H,5H)-acridinedione. Crystallization from ethanol gave a pale yellow crystalline solid of melting point 227-229° C. Reactants: Cl.N12C[C@@H](C(CC1)CC2)NC(=O)C=2SC1=C(C2)C=CC=C1Br (N-[(3R)-1-azabicyclo[2.2.2]oct-3-yl]-7-bromo-1-benzothiophene-2-carboxamide hydrochloride), OCC=1C=C(C=CC1)B(O)O (3-(hydroxymethyl)phenylboronic acid), C([O-])([O-])=O.[Na+].[Na+] (sodium carbonate). The reagents and catalysts are C1=CC=C(C=C1)P([C-]2C=CC=C2)C3=CC=CC=C3.C1=CC=C(C=C1)P([C-]2C=CC=C2)C3=CC=CC=C3.Cl[Pd]Cl.[Fe+2] (PdCl2(dppf)). Solvent: CN(C)C=O (DMF). Reaction conditions: temperature 80 celsius, time 14 hour. Yields the product Cl.N12C[C@@H](C(CC1)CC2)NC(=O)C=2SC1=C(C2)C=CC=C1C1=CC(=CC=C1)CO (N-[(3R)-1-Azabicyclo[2.2.2]oct-3-yl]-7-[3-(hydroxymethyl)phenyl]-1-benzothiophene-2-carboxamide hydrochloride). As a reaction SMILES: [ClH:1].[N:2]12[CH2:9][CH2:8][CH:5]([CH2:6][CH2:7]1)[C@@H:4]([NH:10][C:11]([C:13]1[S:14][C:15]3[C:21](Br)=[CH:20][CH:19]=[CH:18][C:16]=3[CH:17]=1)=[O:12])[CH2:3]2.[OH:23][CH2:24][C:25]1[CH:26]=[C:27](B(O)O)[CH:28]=[CH:29][CH:30]=1.C(=O)([O-])[O-].[Na+].[Na+]>C1C=CC(P(C2C=CC=CC=2)[C-]2C=CC=C2)=CC=1.C1C=CC(P(C2C=CC=CC=2)[C-]2C=CC=C2)=CC=1.Cl[Pd]Cl.[Fe+2].CN(C=O)C>[ClH:1].[N:2]12[CH2:9][CH2:8][CH:5]([CH2:6][CH2:7]1)[C@@H:4]([NH:10][C:11]([C:13]1[S:14][C:15]3[C:21]([C:29]4[CH:28]=[CH:27][CH:26]=[C:25]([CH2:24][OH:23])[CH:30]=4)=[CH:20][CH:19]=[CH:18][C:16]=3[CH:17]=1)=[O:12])[CH2:3]2 |f:0.1,3.4.5,6.7.8.9,11.12|. Procedure details: 200 mg (0.45 mmol) of N-[(3R)-1-azabicyclo[2.2.2]oct-3-yl]-7-bromo-1-benzothiophene-2-carboxamide hydrochloride (Example 8A) and 74.6 mg (0.49 mmol) of 3-(hydroxymethyl)phenylboronic acid are introduced into 3 ml of DMF. Addition of 0.67 ml of 2 M sodium carbonate solution and 1.8.2 mg (0.02 mmol) of PdCl2(dppf) is followed by heating to 80° C. After 14 h, the reaction mixture is filtered through kieselguhr and purified by separation by preparative HPLC. The product fractions are concentrated an...